From a dataset of the Open Reaction Database (ORD), a public repository of structured organic reaction records. describe an organic reaction: reactants, conditions, products, and yield The reactants are Cl (hydrochloric acid), NC1=C(C=NN1C1=C(C(=CC=C1)C)C)C(=O)N (5-amino-1-(2,3-dimethylphenyl)-1H-pyrazole-4-carboxamide), C1(CCCC1)CC(=O)OC (methyl cyclopentylacetate), [H-].[Na+] (sodium hydride), [Cl-].[Na+] (sodium chloride). Run in C(C)O (ethanol). Yields the product C1(CCCC1)CC=1NC(C2=C(N1)N(N=C2)C2=C(C(=CC=C2)C)C)=O (6-Cyclopentylmethyl-1-(2,3-dimethylphenyl)-1,5-dihydropyrazolo[3,4-d]pyrimidin-4-one). Reaction SMILES: [NH2:1][C:2]1[N:6]([C:7]2[CH:12]=[CH:11][CH:10]=[C:9]([CH3:13])[C:8]=2[CH3:14])[N:5]=[CH:4][C:3]=1[C:15]([NH2:17])=[O:16].[CH:18]1([CH2:23][C:24](OC)=O)[CH2:22][CH2:21][CH2:20][CH2:19]1.[H-].[Na+].Cl.[Cl-].[Na+]>C(O)C>[CH:18]1([CH2:23][C:24]2[NH:17][C:15](=[O:16])[C:3]3[CH:4]=[N:5][N:6]([C:7]4[CH:12]=[CH:11][CH:10]=[C:9]([CH3:13])[C:8]=4[CH3:14])[C:2]=3[N:1]=2)[CH2:22][CH2:21][CH2:20][CH2:19]1 |f:2.3,5.6|. Reported procedure: 0.1 g (0.43 mmol) of 5-amino-1-(2,3-dimethylphenyl)-1H-pyrazole-4-carboxamide (Example 16A) is dissolved under argon in 6 ml of absolute ethanol and 0.24 g (1.7 mmol) of methyl cyclopentylacetate and 0.17 g (4.34 mmol) of 60% sodium hydride (suspension in mineral oil) are added. The reaction mixture is heated to reflux overnight. Cooling to room temperature is followed by acidification with concentrated hydrochloric acid. The mixture of sodium chloride and the product precipitated thereby is fil... RXN SMILES: [N:1]1[CH:6]=[CH:5][CH:4]=[C:3]([NH:7][C:8](=[O:15])OCC(Cl)(Cl)Cl)[CH:2]=1.[F:16][C:17]1[CH:22]=[CH:21][C:20]([C:23]2[N:24]=[C:25](N3CCNCC3)[S:26][CH:27]=2)=[CH:19][CH:18]=1.C([N:37]([CH:40]([CH3:42])C)[CH2:38][CH3:39])(C)C.O.[CH3:44]S(C)=O>>[F:16][C:17]1[CH:18]=[CH:19][C:20]([C:23]2[N:24]=[C:25]([CH:44]3[CH2:39][CH2:38][N:37]([C:8]([NH:7][C:3]4[CH:2]=[N:1][CH:6]=[CH:5][CH:4]=4)=[O:15])[CH2:40][CH2:42]3)[S:26][CH:27]=2)=[CH:21][CH:22]=1. The reactants are O (Water), N1=CC(=CC=C1)NC(OCC(Cl)(Cl)Cl)=O (2,2,2-trichloroethyl pyridin-3-ylcarbamate), FC1=CC=C(C=C1)C=1N=C(SC1)N1CCNCC1 (1-[4-(4-fluorophenyl)-1,3-thiazol-2-yl]piperazine), C(C)(C)N(CC)C(C)C (diisopropylethylamine), CS(=O)C (dimethylsulfoxide). Procedure details: A mixture of 2,2,2-trichloroethyl pyridin-3-ylcarbamate (226 mg, 0.839 mmol), 1-[4-(4-fluorophenyl)-1,3-thiazol-2-yl]piperazine (200 mg, 0.762 mmol) and diisopropylethylamine (0.266 ml, 1.52 mmol) in dimethylsulfoxide (2.5 ml) was stirred at 70° C. for 14 hours. Water was poured into the reaction solution, and the mixture was extracted with ethyl acetate. The extract was washed with water and dried over anhydrous magnesium sulfate, and the solvent was distilled off under reduced pressure. The re... Yield: 58.2%. The product is FC1=CC=C(C=C1)C=1N=C(SC1)C1CCN(CC1)C(=O)NC=1C=NC=CC1 (4-[4-(4-Fluorophenyl)-1,3-thiazol-2-yl]-N-pyridin-3-ylpiperidine-1-carboxamide). Run at temperature 70 celsius, time 14 hour. Reactants: C(#N)C=1C=C(C=CC1)N=C=O (3-Cyanophenyl isocyanate), NC1C(N(C2=C(C(=N1)C)C=CC=C2)CC(C(C)(C)C)=O)=O (3-amino-2,3-dihydro-1-(3,3,-dimethyl-2-oxo-butyl)-5-methyl-2-oxo-1H-1,4-benzodiazepine). The solvent is CC#N (MeCN). Reaction conditions: time 30 minute. Product: C(#N)C=1C=C(C=CC1)NC(=O)NC1N=C(C2=C(N(C1=O)CC(C(C)(C)C)=O)C=CC=C2)C (1-(3-Cyano-phenyl)-3-[1-(3.3-dimethyl-2-oxo-butyl)-5-methyl-2-oxo-2,3-dihydro-1H-benzo[e][1,4]diazepin-3-yl]-urea). The yield is 76.1%. Reaction SMILES: [C:1]([C:3]1[CH:4]=[C:5]([N:9]=[C:10]=[O:11])[CH:6]=[CH:7][CH:8]=1)#[N:2].[NH2:12][CH:13]1[N:19]=[C:18]([CH3:20])[C:17]2[CH:21]=[CH:22][CH:23]=[CH:24][C:16]=2[N:15]([CH2:25][C:26](=[O:31])[C:27]([CH3:30])([CH3:29])[CH3:28])[C:14]1=[O:32]>CC#N>[C:1]([C:3]1[CH:4]=[C:5]([NH:9][C:10]([NH:12][CH:13]2[C:14](=[O:32])[N:15]([CH2:25][C:26](=[O:31])[C:27]([CH3:30])([CH3:29])[CH3:28])[C:16]3[CH:24]=[CH:23][CH:22]=[CH:21][C:17]=3[C:18]([CH3:20])=[N:19]2)=[O:11])[CH:6]=[CH:7][CH:8]=1)#[N:2]. Procedure: 3-Cyanophenyl isocyanate (278 mg) was added to a solution of 3-amino-2,3-dihydro-1-(3,3,-dimethyl-2-oxo-butyl)-5-methyl-2-oxo-1H-1,4-benzodiazepine (500 mg) in dry MeCN (13 ml) at 23° under nitrogen. After 30 min the resulting thick slurry was stirred with DE (5 ml) filtered and the filtercake washed with EA and DE then dried in vacuo at 50° to give the title compound (571 mg) as a white solid, m.p. 246°-7° Run in [Cl-].[Na+].O (brine), CCOC(=O)C (EtOAc), CN(C)C=O (DMF). Procedure details: To a stirred solution of N-methoxy-N-methylamine hydrochloride (0.980 g, 10.0 mmol) in DMF (25 mL) was added N-methylmorpholine (1.21 mL, 11.0 mmol), HOBt (1.50 g, 11.1 mmol), 3-(2-pyridyl)-phenylacetic acid (2.36 g, 11.1 mmol), and EDC (2.13 g, 11.1 mmol). The reaction was stirred overnight whereupon it was poured into a rapidly-stirred mixture of 150 mL each of EtOAc, 10% NaHCO3, and brine. After stirring for 30 min, the layers were separated and the aqueous layer was washed with fresh EtOAc (... Reaction SMILES: Cl.[CH3:2][O:3][NH:4][CH3:5].CN1CCOCC1.C1C=CC2N(O)N=NC=2C=1.[N:23]1[CH:28]=[CH:27][CH:26]=[CH:25][C:24]=1[C:29]1[CH:30]=[C:31]([CH2:35][C:36](O)=[O:37])[CH:32]=[CH:33][CH:34]=1.C(Cl)CCl.C([O-])(O)=O.[Na+]>CN(C=O)C.[Cl-].[Na+].O.CCOC(C)=O>[CH3:5][N:4]([O:3][CH3:2])[C:36](=[O:37])[CH2:35][C:31]1[CH:32]=[CH:33][CH:34]=[C:29]([C:24]2[CH:25]=[CH:26][CH:27]=[CH:28][N:23]=2)[CH:30]=1 |f:0.1,6.7,9.10.11|. Product: CN(C(CC1=CC(=CC=C1)C1=NC=CC=C1)=O)OC (N-methyl-N-methoxy-3-(2-pyridyl)-phenylacetamide). Isolated yield 88.8%. The reactants are C(=O)(O)[O-].[Na+] (NaHCO3), Cl.CONC (N-methoxy-N-methylamine hydrochloride), CN1CCOCC1 (N-methylmorpholine), C=1C=CC2=C(C1)N=NN2O (HOBt), N1=C(C=CC=C1)C=1C=C(C=CC1)CC(=O)O (3-(2-pyridyl)-phenylacetic acid), C(CCl)Cl (EDC). Conditions: time 8 hour. The reactants are ClC1=NC=C(C=C1C(=O)N[C@@H](C)C1=CC=C(C(=O)OC(C)(C)C)C=C1)Cl (tert-Butyl 4-((1S)-1-{[(2,5-dichloropyridin-3-yl)carbonyl]amino}ethyl)benzoate), C1=C(C=CC=C1O)C (m-cresol). Product: ClC=1C=C(C(=NC1)OC1=CC(=CC=C1)C)C(=O)N[C@@H](C)C1=CC=C(C(=O)OC(C)(C)C)C=C1 (tert-Butyl 4-[(1S)-1-({[5-chloro-2-(3-methylphenoxy)pyridin-3-yl]carbonyl}amino)ethyl]benzoate). Reaction SMILES: Cl[C:2]1[C:7]([C:8]([NH:10][C@H:11]([C:13]2[CH:25]=[CH:24][C:16]([C:17]([O:19][C:20]([CH3:23])([CH3:22])[CH3:21])=[O:18])=[CH:15][CH:14]=2)[CH3:12])=[O:9])=[CH:6][C:5]([Cl:26])=[CH:4][N:3]=1.[CH:27]1[C:32]([OH:33])=[CH:31][CH:30]=[CH:29][C:28]=1[CH3:34]>>[Cl:26][C:5]1[CH:6]=[C:7]([C:8]([NH:10][C@H:11]([C:13]2[CH:25]=[CH:24][C:16]([C:17]([O:19][C:20]([CH3:23])([CH3:22])[CH3:21])=[O:18])=[CH:15][CH:14]=2)[CH3:12])=[O:9])[C:2]([O:33][C:32]2[CH:31]=[CH:30][CH:29]=[C:28]([CH3:34])[CH:27]=2)=[N:3][CH:4]=1. Reported procedure: The title compound was prepared according to the procedure described in step 2 of Example 45 from tert-butyl 4-((1S)-1-{[(2,5-dichloropyridin-3-yl)carbonyl]amino}ethyl)benzoate (step 1 of Example 45) and m-cresol: MS (ESI) m/z 467 (M+H)+, 465 (M−H)−. Reactants: [OH-].[Na+] (NaOH), C(C=CC1=CC=CC=C1)Br (cinnamyl bromide), C(C=CC1=CC=CC=C1)O (cinnamyl alcohol). Reagents/catalysts: CCCC[N+](CCCC)(CCCC)CCCC.OS(=O)(=O)[O-] (TBAHS). Run in ice. Run at time 20 minute. Yields the product C(C=CC1=CC=CC=C1)OCC=CC1=CC=CC=C1 (Di-Cinnamyl Ether). Reaction SMILES: [OH-].[Na+].[CH2:3](Br)[CH:4]=[CH:5][C:6]1[CH:11]=[CH:10][CH:9]=[CH:8][CH:7]=1.[CH2:13]([OH:22])[CH:14]=[CH:15][C:16]1[CH:21]=[CH:20][CH:19]=[CH:18][CH:17]=1>CCCC[N+](CCCC)(CCCC)CCCC.OS([O-])(=O)=O>[CH2:3]([O:22][CH2:13][CH:14]=[CH:15][C:16]1[CH:21]=[CH:20][CH:19]=[CH:18][CH:17]=1)[CH:4]=[CH:5][C:6]1[CH:11]=[CH:10][CH:9]=[CH:8][CH:7]=1 |f:0.1,4.5|. Procedure: To a four-neck 1000 ml round bottom flask, equipped with a mechanical stirrer, thermometer, and condenser, were added 50% w/w aqueous NaOH (250 ml), cinnamyl bromide (80.44 g, 400 mmol), and TBAHS (5.2 g, 14.9 mmol). The mixture was stirred at room temperature for a period of time of about 20 minutes. To the mixture was added cinnamyl alcohol (50 g, 365 mmol), drop-wise over a period of time of about 60 minutes. The reaction was maintaned at a temperature below about 30° C. with an ice water bat... The reactants are O1CCOCC1.Cl (HCl dioxane), C(C1=CC=CC=C1)OC=1C=C(N)C=CC1 (3-benzyloxyaniline), N#CN (cyanamide), O (water). The solvent is CCOCC (ether). Reaction conditions: temperature 100 celsius, time 8 hour. The product is C(C1=CC=CC=C1)OC=1C=C(C=CC1)NC(=N)N (N-(3-benzyloxy-phenyl)-guanidine). Isolated yield 80.0%. Reaction SMILES: O1CCOCC1.Cl.[CH2:8]([O:15][C:16]1[CH:17]=[C:18]([CH:20]=[CH:21][CH:22]=1)[NH2:19])[C:9]1[CH:14]=[CH:13][CH:12]=[CH:11][CH:10]=1.[N:23]#[C:24][NH2:25].O>CCOCC>[CH2:8]([O:15][C:16]1[CH:17]=[C:18]([NH:19][C:24]([NH2:25])=[NH:23])[CH:20]=[CH:21][CH:22]=1)[C:9]1[CH:10]=[CH:11][CH:12]=[CH:13][CH:14]=1 |f:0.1|. Reported procedure: A 4 N HCl dioxane suspension of 3-benzyloxyaniline (1.0 equivalent) and cyanamide (1.0 equivalent) was stirred at 100° C. overnight. To the reaction mixture was added water and ether. The aqueous layer was washed with ether twice. The aqueous layer was adjusted to a pH greater 10 with 1M NaOH, and the desired guanidine was extracted to methylene chloride, precipitated and filtered. The filtration cake was N-(3-benzyloxy-phenyl)-guanidine (greater than 80% yield). Yield: 63.0%. Run in CCO (EtOH). The product is N(N)C(=O)C1=CC=C(C(=O)NC2=CC(=CC=C2)S(=O)(=O)C(F)(F)F)C=C1 (4-(hydrazinocarbonyl)-N-{3-[(trifluoromethyl)sulfonyl]phenyl}-benzamide). RXN SMILES: [F:1][C:2]([F:26])([F:25])[S:3]([C:6]1[CH:7]=[C:8]([CH:22]=[CH:23][CH:24]=1)[NH:9][C:10]([C:12]1[CH:21]=[CH:20][C:15]([C:16](OC)=[O:17])=[CH:14][CH:13]=1)=[O:11])(=[O:5])=[O:4].O.[NH2:28][NH2:29]>CCO>[NH:28]([C:16]([C:15]1[CH:20]=[CH:21][C:12]([C:10]([NH:9][C:8]2[CH:22]=[CH:23][CH:24]=[C:6]([S:3]([C:2]([F:26])([F:25])[F:1])(=[O:5])=[O:4])[CH:7]=2)=[O:11])=[CH:13][CH:14]=1)=[O:17])[NH2:29] |f:1.2|. Conditions: time 15 hour. Procedure: To a suspension of methyl 4-({3-[(trifluoromethyl)sulfonyl]anilino}carbonyl)benzoate (390 mg, 1.1 mmol) in EtOH (6 mL) was added hydrazine hydrate (1 mL). After stirring for 15 hrs at reflux, the reaction mixture was cooled to rt and a white solid precipitated out Filtration, washing with EtOH (1×1 mL) and water (3×1 mL), and drying under vacuo at 60° C. for 2 hrs gave 247 mg of the title compound (63%) as a white solid in 95% purity by HPLC (MaxPlot detection between 230 and 400 nm). Starting materials: FC(S(=O)(=O)C=1C=C(NC(=O)C2=CC=C(C(=O)OC)C=C2)C=CC1)(F)F (methyl 4-({3-[(trifluoromethyl)sulfonyl]anilino}carbonyl)benzoate), O.NN (hydrazine hydrate). Reactants: OCCC1=C2CC(NC2=CC=C1)=O (4-(2-hydroxy-ethyl)-1,3-dihydro-indol-2-one), CC1=CC=CC(=N1)C=O (6-methyl-2-pyridine-carbaldehyde), N1CCCCC1 (piperidine). The solvent is C(C)O (ethanol). Conditions: temperature 100 celsius. Product: OCCC1=C2C(C(NC2=CC=C1)=O)=CC1=NC(=CC=C1)C (4-(2-hydroxy-ethyl)-3-(6-methyl-pyridin-2-ylmethylene)-1,3-dihydro-indol-2-one). As a reaction SMILES: [OH:1][CH2:2][CH2:3][C:4]1[CH:12]=[CH:11][CH:10]=[C:9]2[C:5]=1[CH2:6][C:7](=[O:13])[NH:8]2.[CH3:14][C:15]1[N:20]=[C:19]([CH:21]=O)[CH:18]=[CH:17][CH:16]=1.N1CCCCC1>C(O)C>[OH:1][CH2:2][CH2:3][C:4]1[CH:12]=[CH:11][CH:10]=[C:9]2[C:5]=1[C:6](=[CH:21][C:19]1[CH:18]=[CH:17][CH:16]=[C:15]([CH3:14])[N:20]=1)[C:7](=[O:13])[NH:8]2. Procedure: A mixture of 4-(2-hydroxy-ethyl)-1,3-dihydro-indol-2-one (89 mg, 0.5 mmol), 6-methyl-2-pyridine-carbaldehyde (61 mg, 0.5 mmol) and piperidine (0.1 mL) in 1.0 mL of ethanol was heated at 100° C. for 1 hour and cooled to room temperature. The precipitate was filtered and recrystallized from ethyl acetate and hexanes to give 4-(2-hydroxy-ethyl)-3-(6-methyl-pyridin-2-ylmethylene)-1,3-dihydro-indol-2-one as a yellow solid. Reactants: CCN(C(C)C)C(C)C (DIEA), O1CCC(CC1)CN (C-(tetrahydropyran-4-yl)methylamine), C(C)(=O)OC(C)=O (Acetic anhydride), methylisocyanate polystyrene, N-(2-aminoethyl)aminomethyl polystyrene. The solvent is C(Cl)Cl (CH2Cl2). Run at time 18 hour. Yields the product O1CCC(CC1)CNC(C)=O (N-(tetrahydropyran-4-ylmethyl)acetamide). RXN SMILES: CCN(C(C)C)C(C)C.[O:10]1[CH2:15][CH2:14][CH:13]([CH2:16][NH2:17])[CH2:12][CH2:11]1.[C:18](OC(=O)C)(=[O:20])[CH3:19]>C(Cl)Cl>[O:10]1[CH2:15][CH2:14][CH:13]([CH2:16][NH:17][C:18](=[O:20])[CH3:19])[CH2:12][CH2:11]1. Procedure details: PS-DIEA (Argonaut Technologies, 1.35 g, 4.5 mmol) is added to a mixture of C-(tetrahydropyran-4-yl)methylamine (345 mg, 3.0 mmol) in CH2Cl2 (20 ml) at ambient temperature. Acetic anhydride (367 mg, 3.6 mmol) is added to the mixture. After stirring at ambient temperature for 18 hours, methylisocyanate polystyrene (Novabiochem, 1.84 g, 3.0 mmol) and N-(2-aminoethyl)aminomethyl polystyrene (Novabiochem, 1.07 g, 3.0 mmol) are added. After stirring at room temperature for 4 h, the resins are removed ...